This data is from the Open Reaction Database (ORD), a public repository of structured organic reaction records. The task is: describe an organic reaction: reactants, conditions, products, and yield Starting materials: Cc1cccc(N2CCNCC2)c1C, CCN(C(C)C)C(C)C, O=CCCc1cc(-c2cccs2)n(-c2ccccc2)n1. Product: Cc1cccc(N2CCN(CCCc3cc(-c4cccs4)n(-c4ccccc4)n3)CC2)c1C. As a reaction SMILES: [CH3:21][c:22]1[c:23]([N:29]2[CH2:30][CH2:31][NH:32][CH2:33][CH2:34]2)[cH:24][cH:25][cH:26][c:27]1[CH3:28].[CH:35]([N:36]([CH2:37][CH3:38])[CH:39]([CH3:40])[CH3:41])([CH3:42])[CH3:43].[c:1]1(-[n:7]2[n:8][c:9]([CH2:17][CH2:18][CH:19]=[O:20])[cH:10][c:11]2-[c:12]2[s:13][cH:14][cH:15][cH:16]2)[cH:2][cH:3][cH:4][cH:5][cH:6]1>>[c:1]1(-[n:7]2[n:8][c:9]([CH2:17][CH2:18][CH2:19][N:32]3[CH2:31][CH2:30][N:29]([c:23]4[c:22]([CH3:21])[c:27]([CH3:28])[cH:26][cH:25][cH:24]4)[CH2:34][CH2:33]3)[cH:10][c:11]2-[c:12]2[s:13][cH:14][cH:15][cH:16]2)[cH:2][cH:3][cH:4][cH:5][cH:6]1.